This data is from the Open Reaction Database (ORD), a public repository of structured organic reaction records. The task is: describe an organic reaction: reactants, conditions, products, and yield The reagents and catalysts are [Cu]I (copper (I) iodide). Starting materials: NC1=CC(=NC=C1)Cl (4-amino-2-chloropyridine), O1CCOC2=C1C=CC(=C2)N (1,4-benzodioxane-6-amine). Conditions: temperature 200 celsius. The product is O1CCOC2=C1C=CC(=C2)NC2=NC=CC(=C2)N (N2-(2,3-Dihydro-benzo[1,4]dioxin-6-yl)-pyridine-2,4-diamine). Procedure: In a 5-mL vial was added 4-amino-2-chloropyridine (Aldrich Chemical Company) (1.1 g, 8.7 mmol), 1,4-benzodioxane-6-amine (Aldrich Chemical Company) (5.3 g, 35 mmol) and copper (I) iodide (Aldrich Chemical Company) (0.17 g, 0.87 mmol). The content was sonicated at room temperature for 5 min and then heated in the Smith Microwave Synthesizer at 200° C. for 10 min. The residue was purified by flash chromatography (95:5 dichloromethane:2N NH3 in MeOH) to give the title compound as a dark solid. MS (... RXN SMILES: [NH2:1][C:2]1[CH:7]=[CH:6][N:5]=[C:4](Cl)[CH:3]=1.[O:9]1[C:14]2[CH:15]=[CH:16][C:17]([NH2:19])=[CH:18][C:13]=2[O:12][CH2:11][CH2:10]1>[Cu]I>[O:9]1[C:14]2[CH:15]=[CH:16][C:17]([NH:19][C:4]3[CH:3]=[C:2]([NH2:1])[CH:7]=[CH:6][N:5]=3)=[CH:18][C:13]=2[O:12][CH2:11][CH2:10]1. Reactants: ClC1=C(C=C(C=C1)[C@@H]1CC(N(C1)C(=O)OC(C)(C)C)=O)F ((S)-tert-butyl 4-(4-chloro-3-fluorophenyl)-2-oxopyrrolidine-1-carboxylate), [Li+].[OH-] (LiOH), Cl (HCl). Run in C1CCOC1.O (THF H2O). Reaction conditions: time 18 hour. The product is C(C)(C)(C)OC(=O)NC[C@@H](CC(=O)O)C1=CC(=C(C=C1)Cl)F ((S)-4-(tert-butoxycarbonylamino)-3-(4-chloro-3-fluorophenyl)butanoic acid). Isolated yield 93.4%. RXN SMILES: [Cl:1][C:2]1[CH:7]=[CH:6][C:5]([C@H:8]2[CH2:12][N:11]([C:13]([O:15][C:16]([CH3:19])([CH3:18])[CH3:17])=[O:14])[C:10](=[O:20])[CH2:9]2)=[CH:4][C:3]=1[F:21].[Li+].[OH-:23].Cl>C1COCC1.O>[C:16]([O:15][C:13]([NH:11][CH2:12][C@H:8]([C:5]1[CH:6]=[CH:7][C:2]([Cl:1])=[C:3]([F:21])[CH:4]=1)[CH2:9][C:10]([OH:23])=[O:20])=[O:14])([CH3:19])([CH3:18])[CH3:17] |f:1.2,4.5|. Procedure details: To a solution of 92 (912 mg, 2.91 mmol) in THF/H2O (2:1; 15 mL) was added solid LiOH (209 mg, 8.72 mmol). The reaction mixture was stirred at RT for 18 h. The reaction mixture was acidified with 1M HCl to ca. pH 2-3 then twice extracted with EtOAc. The combined EtOAc layers were dried (Na2SO4), filtered and concentrated to afford 902 mg (93.5%) of (S)-4-(tert-butoxycarbonylamino)-3-(4-chloro-3-fluorophenyl)butanoic acid (100) which was used without further purification. Starting materials: CN1N=CC(=C1)C1=CN(C2=NC=C(C=C21)B2OC(C(O2)(C)C)(C)C)COCC[Si](C)(C)C (3-(1-Methyl-1H-pyrazol-4-yl)-5-(4,4,5,5-tetramethyl-[1,3,2]dioxaborolan-2-yl)-1-(2-trimethylsilanyl-ethoxymethyl)-1H-pyrrolo[2,3-b]pyridine), C(C)(=O)O (acetic acid), OO (H2O2). The solvent is O (H2O). Run at time 8 hour. Product: CN1N=CC(=C1)C1=CN(C2=NC=C(C=C21)O)COCC[Si](C)(C)C (3-(1-Methyl-1H-pyrazol-4-yl)-1-(2-trimethylsilanyl-ethoxymethyl)-1H-pyrrolo[2,3-b]pyridin-5-ol). The yield is 96.0%. As a reaction SMILES: [CH3:1][N:2]1[CH:6]=[C:5]([C:7]2[C:15]3[C:10](=[N:11][CH:12]=[C:13](B4OC(C)(C)C(C)(C)O4)[CH:14]=3)[N:9]([CH2:25][O:26][CH2:27][CH2:28][Si:29]([CH3:32])([CH3:31])[CH3:30])[CH:8]=2)[CH:4]=[N:3]1.C(O)(=[O:35])C.OO>O>[CH3:1][N:2]1[CH:6]=[C:5]([C:7]2[C:15]3[C:10](=[N:11][CH:12]=[C:13]([OH:35])[CH:14]=3)[N:9]([CH2:25][O:26][CH2:27][CH2:28][Si:29]([CH3:31])([CH3:30])[CH3:32])[CH:8]=2)[CH:4]=[N:3]1. Procedure details: A mixture of 25 (1.00 g, 2.20 mmol), glacial acetic acid (5.0 mL), H2O (5.0 mL) and 30% aq. H2O2 (370 μL, 3.30 mmol) were stirred for 8 h and partitioned between AcOEt/brine. The layers were separated, the aqueous phase extracted with more AcOEt and the combined organic extracts dried (MgSO4) and concentrated to give 27 as a creamy white solid (731 mg, 96%); 1H NMR (400 MHz, CDCl3) δ-0.058 (s, 9H), 0.92 (t, J=8.3 Hz, 2H), 3.58 (t, J=8.3 Hz, 2H), 4.01 (s, 3H), 2.01 (s, 2H), 7.37 (s, 1H), 7.56 (s,... Reactants: Br, COc1c(C(=O)O)cc(C(=O)O)cc1C(=O)O. Yields the product O=C(O)c1cc(C(=O)O)c(O)c(C(=O)O)c1. Reaction SMILES: [BrH:18].[CH3:1][O:2][c:3]1[c:4]([C:15](=[O:16])[OH:17])[cH:5][c:6]([C:12](=[O:13])[OH:14])[cH:7][c:8]1[C:9](=[O:10])[OH:11]>>[OH:2][c:3]1[c:4]([C:15](=[O:16])[OH:17])[cH:5][c:6]([C:12](=[O:13])[OH:14])[cH:7][c:8]1[C:9](=[O:10])[OH:11].